From a dataset of the Open Reaction Database (ORD), a public repository of structured organic reaction records. describe an organic reaction: reactants, conditions, products, and yield Reactants: CC(C)(C)c1cc(C(=O)Cl)cc(C(C)(C)C)c1O, C1CCOC1, Cl, OC1CNC1, [Na+], [OH-]. Yields the product CC(C)(C)c1cc(C(=O)N2CC(O)C2)cc(C(C)(C)C)c1O. RXN SMILES: [C:7]([CH3:8])([CH3:9])([CH3:10])[c:11]1[cH:12][c:13]([C:14](=[O:15])[Cl:16])[cH:17][c:18]([C:21]([CH3:22])([CH3:23])[CH3:24])[c:19]1[OH:20].[CH2:27]1[O:28][CH2:29][CH2:30][CH2:31]1.[ClH:1].[NH:2]1[CH2:3][CH:4]([OH:6])[CH2:5]1.[Na+:26].[OH-:25]>>[N:2]1([C:14]([c:13]2[cH:12][c:11]([C:7]([CH3:8])([CH3:9])[CH3:10])[c:19]([OH:20])[c:18]([C:21]([CH3:22])([CH3:23])[CH3:24])[cH:17]2)=[O:15])[CH2:3][CH:4]([OH:6])[CH2:5]1.